This data is from the Open Reaction Database (ORD), a public repository of structured organic reaction records. The task is: describe an organic reaction: reactants, conditions, products, and yield The reactants are CCO, Fc1cc(I)c(F)cn1, NN, O. Product: NNc1cc(I)c(F)cn1. RXN SMILES: [CH3:13][CH2:14][OH:15].[F:1][c:2]1[n:3][cH:4][c:5]([F:9])[c:6]([I:8])[cH:7]1.[NH2:11][NH2:12].[OH2:10]>>[c:2]1([NH:11][NH2:12])[n:3][cH:4][c:5]([F:9])[c:6]([I:8])[cH:7]1. Starting materials: C(CCC)[Sn](C=1OC=CC1)(CCCC)CCCC (2-(tributylstannyl)furan), ClC1=NSN=C1Cl (3,4-dichloro-1,2,5-thiadiazole). Reagents/catalysts: C=1C=CC(=CC1)[P](C=2C=CC=CC2)(C=3C=CC=CC3)[Pd]([P](C=4C=CC=CC4)(C=5C=CC=CC5)C=6C=CC=CC6)([P](C=7C=CC=CC7)(C=8C=CC=CC8)C=9C=CC=CC9)[P](C=1C=CC=CC1)(C=1C=CC=CC1)C=1C=CC=CC1 (tetrakis(triphenylphosphine)palladium(0)), C=1C=CC(=CC1)[P](C=2C=CC=CC2)(C=3C=CC=CC3)[Pd]([P](C=4C=CC=CC4)(C=5C=CC=CC5)C=6C=CC=CC6)([P](C=7C=CC=CC7)(C=8C=CC=CC8)C=9C=CC=CC9)[P](C=1C=CC=CC1)(C=1C=CC=CC1)C=1C=CC=CC1 (tetrakis(triphenylphosphine)palladium(0)). The solvent is C1(=CC=CC=C1)C (toluene). Product: ClC1=NSN=C1C=1OC=CC1 (3-Chloro-4-(furan-2-yl)-1,2,5-thiadiazole). Yield: 60.0%. RXN SMILES: C([Sn](CCCC)(CCCC)[C:6]1[O:7][CH:8]=[CH:9][CH:10]=1)CCC.[Cl:19][C:20]1[C:24](Cl)=[N:23][S:22][N:21]=1>C1(C)C=CC=CC=1.C1C=CC([P]([Pd]([P](C2C=CC=CC=2)(C2C=CC=CC=2)C2C=CC=CC=2)([P](C2C=CC=CC=2)(C2C=CC=CC=2)C2C=CC=CC=2)[P](C2C=CC=CC=2)(C2C=CC=CC=2)C2C=CC=CC=2)(C2C=CC=CC=2)C2C=CC=CC=2)=CC=1>[Cl:19][C:20]1[C:24]([C:6]2[O:7][CH:8]=[CH:9][CH:10]=2)=[N:23][S:22][N:21]=1 |^1:36,38,57,76|. Procedure: 0.85 g (0.00238 mol) of 2-(tributylstannyl)furan and 0.12 g (0.0001 mol) of tetrakis(triphenylphosphine)palladium(0) were added to a solution of 0.33 g (0.00213 mol) of 3,4-dichloro-1,2,5-thiadiazole in 4 mL of toluene under nitrogen and heated at reflux. After 3 and 6 h respectively, 0.04 g (2 times 3.5×10−5 mol) of tetrakis(triphenylphosphine)palladium(0) were added. After 24 h of reflux (quantitative HPLC: 60% of product formed, all the stannane was consumed), the reaction medium was diluted ... The reactants are CC(CC(Cc1ccc(-c2ccccc2)cc1)N=C=O)C(=O)OCc1ccccc1, CCN(C(C)C)C(C)C, CN(C)C=O, O=C(O)c1cc[nH]n1. Yields the product CC(CC(Cc1ccc(-c2ccccc2)cc1)NC(=O)n1ccc(C(=O)O)n1)C(=O)OCc1ccccc1. RXN SMILES: [CH2:18]([c:19]1[cH:20][cH:21][cH:22][cH:23][cH:24]1)[O:25][C:26]([CH:27]([CH2:28][CH:29]([CH2:30][c:31]1[cH:32][cH:33][c:34](-[c:37]2[cH:38][cH:39][cH:40][cH:41][cH:42]2)[cH:35][cH:36]1)[N:43]=[C:44]=[O:45])[CH3:46])=[O:47].[CH:9]([N:10]([CH:11]([CH3:12])[CH3:13])[CH2:14][CH3:15])([CH3:16])[CH3:17].[O:48]=[CH:49][N:50]([CH3:51])[CH3:52].[nH:1]1[n:2][c:3]([C:6](=[O:7])[OH:8])[cH:4][cH:5]1>>[n:1]1([C:44]([NH:43][CH:29]([CH2:28][CH:27]([C:26]([O:25][CH2:18][c:19]2[cH:20][cH:21][cH:22][cH:23][cH:24]2)=[O:47])[CH3:46])[CH2:30][c:31]2[cH:32][cH:33][c:34](-[c:37]3[cH:38][cH:39][cH:40][cH:41][cH:42]3)[cH:35][cH:36]2)=[O:45])[n:2][c:3]([C:6](=[O:7])[OH:8])[cH:4][cH:5]1. Starting materials: BrC=1N=CC(=NC1)N1C(=NC2=C1C=CC(=C2)OC)C(F)(F)F (1-(5-bromo-pyrazin-2-yl)-5-methoxy-2-trifluoromethyl-1H-benzoimidazole), Cu2O, N (NH3). Solvent: C(CO)O (ethylene glycol), O (H2O). Conditions: temperature 70 celsius, time 3 hour. The product is COC1=CC2=C(N(C(=N2)C(F)(F)F)C=2N=CC(=NC2)N)C=C1 (5-(5-methoxy-2-trifluoromethyl-benzoimidazol-1-yl)-pyrazin-2-ylamine). The yield is 40.0%. As a reaction SMILES: Br[C:2]1[N:3]=[CH:4][C:5]([N:8]2[C:12]3[CH:13]=[CH:14][C:15]([O:17][CH3:18])=[CH:16][C:11]=3[N:10]=[C:9]2[C:19]([F:22])([F:21])[F:20])=[N:6][CH:7]=1.[NH3:23]>C(O)CO.O>[CH3:18][O:17][C:15]1[CH:14]=[CH:13][C:12]2[N:8]([C:5]3[N:6]=[CH:7][C:2]([NH2:23])=[N:3][CH:4]=3)[C:9]([C:19]([F:22])([F:21])[F:20])=[N:10][C:11]=2[CH:16]=1. Reported procedure: Into a 10 mL sealed tube, was placed 1-(5-bromo-pyrazin-2-yl)-5-methoxy-2-trifluoromethyl-1H-benzoimidazole (iv) (150 mg, 0.40 mmol). To this was added Cu2O (30 mg, 0.21 mmol), followed by a saturated solution of NH3 in ethylene glycol (4 ml). The resulting solution was stirred at 70° C. for 3 hours, then diluted with 30 mL of H2O and extracted three times with 20 mL of EtOAc. The organic layers were combined and dried over Na2SO4. Removal of the volatile components under reduced pressure afford...